The task is: describe an organic reaction: reactants, conditions, products, and yield. This data is from the Open Reaction Database (ORD), a public repository of structured organic reaction records. Reactants: ClC=1NC(=CC1C(=O)OC)C1=CC=CC=C1 (methyl 2-chloro-5-phenyl-1H-pyrrole-3-carboxylate), [H-].[Na+] (NaH), O (water), C(C1=CC=CC=C1)Br (benzyl bromide). Solvent: CN(C)C=O (DMF). Reaction conditions: time 30 minute. Yields the product C(C1=CC=CC=C1)N1C(=C(C=C1C1=CC=CC=C1)C(=O)OC)Cl (methyl 1-benzyl-2-chloro-5-phenyl-1H-pyrrole-3-carboxylate). The yield is 71.0%. Reaction SMILES: [Cl:1][C:2]1[NH:3][C:4]([C:11]2[CH:16]=[CH:15][CH:14]=[CH:13][CH:12]=2)=[CH:5][C:6]=1[C:7]([O:9][CH3:10])=[O:8].[H-].[Na+].[CH2:19](Br)[C:20]1[CH:25]=[CH:24][CH:23]=[CH:22][CH:21]=1.O>CN(C=O)C>[CH2:19]([N:3]1[C:4]([C:11]2[CH:16]=[CH:15][CH:14]=[CH:13][CH:12]=2)=[CH:5][C:6]([C:7]([O:9][CH3:10])=[O:8])=[C:2]1[Cl:1])[C:20]1[CH:25]=[CH:24][CH:23]=[CH:22][CH:21]=1 |f:1.2|. Reported procedure: A solution (7 M) of methyl 2-chloro-5-phenyl-1H-pyrrole-3-carboxylate in DMF at 0° C. was treated with NaH (1.2 eq., 60% dispersion in mineral oil), and the suspension was stirred at RT for 30 min then it was treated with benzyl bromide (1.2 eq.). The reaction mixture was stirred at RT for 90 min then poured into water and extracted with AcOEt. The combined organic phase was washed with water and dried. Evaporation of the solvent gave a residue that was purified by flash chromatography on silica... Yield: 88.6%. Run in O1CCOCC1 (1,4-Dioxane), O (water). Reagents/catalysts: [Cu]I (copper (I) iodide). As a reaction SMILES: Br[C:2]1[C:10]2[C:5](=[N:6][C:7]([O:11][CH2:12][C:13]3[CH:18]=[CH:17][CH:16]=[CH:15][N:14]=3)=[CH:8][CH:9]=2)[N:4]([CH3:19])[CH:3]=1.[O:20]=[C:21]1[NH:26][CH2:25][CH2:24][N:23]([C:27]([O:29][C:30]([CH3:33])([CH3:32])[CH3:31])=[O:28])[CH2:22]1.P([O-])([O-])([O-])=O.[K+].[K+].[K+].CNCCNC>[Cu]I.O.O1CCOCC1>[CH3:19][N:4]1[C:5]2=[N:6][C:7]([O:11][CH2:12][C:13]3[CH:18]=[CH:17][CH:16]=[CH:15][N:14]=3)=[CH:8][CH:9]=[C:10]2[C:2]([N:26]2[CH2:25][CH2:24][N:23]([C:27]([O:29][C:30]([CH3:32])([CH3:31])[CH3:33])=[O:28])[CH2:22][C:21]2=[O:20])=[CH:3]1 |f:2.3.4.5|. Reaction conditions: temperature 100 celsius. Yields the product CN1C=C(C=2C1=NC(=CC2)OCC2=NC=CC=C2)N2C(CN(CC2)C(=O)OC(C)(C)C)=O (tert-butyl 4-[1-methyl-6-(pyridin-2-ylmethoxy)-1H-pyrrolo[2,3-b]pyridin-3-yl]-3-oxopiperazine-1-carboxylate). Reactants: CNCCNC (N,N′-dimethylethylene diamine), BrC1=CN(C2=NC(=CC=C21)OCC2=NC=CC=C2)C (3-bromo-1-methyl-6-(pyridin-2-ylmethoxy)-1H-pyrrolo[2,3-b]pyridine), O=C1CN(CCN1)C(=O)OC(C)(C)C (tert-butyl 3-oxopiperazine-1-carboxylate), P(=O)([O-])([O-])[O-].[K+].[K+].[K+] (potassium phosphate). Reported procedure: A mixture of 3-bromo-1-methyl-6-(pyridin-2-ylmethoxy)-1H-pyrrolo[2,3-b]pyridine (0.226 g, 0.71 mmol), tert-butyl 3-oxopiperazine-1-carboxylate (0.20 g, 1 mmol), copper (I) iodide (0.027 g, 0.142 mmol) and potassium phosphate (0.212 g, 1 mmol) is purged under a nitrogen atmosphere in a reaction tube. 1,4-Dioxane (3 mL) and N,N′-dimethylethylene diamine (0.031 mL, 0.288 mmol) are added, the tube sealed and the reaction mixture heated at 100° C. for 25 h. The reaction is cooled to room temperature,... Starting materials: O=C([O-])[O-], CN(C)C=O, [Cl-], OCC1OC(O)(c2ccc(Cl)c(Cc3ccc(O)cc3)c2)C(O)C(O)C1O, [Cs+], [Cs+], IC1CCCC1, [Na+]. Product: OCC1OC(O)(c2ccc(Cl)c(Cc3ccc(OC4CCCC4)cc3)c2)C(O)C(O)C1O. RXN SMILES: [C:34](=[O:35])([O-:36])[O-:37].[CH3:42][N:43]([CH3:44])[CH:45]=[O:46].[Cl-:41].[Cl:7][c:8]1[c:9]([CH2:26][c:27]2[cH:28][cH:29][c:30]([OH:33])[cH:31][cH:32]2)[cH:10][c:11]([C:14]2([OH:15])[CH:16]([OH:17])[CH:18]([OH:19])[CH:20]([OH:21])[CH:22]([CH2:24][OH:25])[O:23]2)[cH:12][cH:13]1.[Cs+:38].[Cs+:39].[I:1][CH:2]1[CH2:3][CH2:4][CH2:5][CH2:6]1.[Na+:40]>>[CH:2]1([O:33][c:30]2[cH:29][cH:28][c:27]([CH2:26][c:9]3[c:8]([Cl:7])[cH:13][cH:12][c:11]([C:14]4([OH:15])[CH:16]([OH:17])[CH:18]([OH:19])[CH:20]([OH:21])[CH:22]([CH2:24][OH:25])[O:23]4)[cH:10]3)[cH:32][cH:31]2)[CH2:3][CH2:4][CH2:5][CH2:6]1. Starting materials: Br, O=C([O-])[O-], COc1ccc2c(c1)CCC(CCCN(C)C)C2, Cl, [K+], [K+], [Na+], [OH-]. Product: CN(C)CCCC1CCc2cc(O)ccc2C1, Cl. As a reaction SMILES: [BrH:28].[C:22](=[O:23])([O-:24])[O-:25].[CH3:2][N:3]([CH3:4])[CH2:5][CH2:6][CH2:7][CH:8]1[CH2:9][c:10]2[cH:11][cH:12][c:13]([O:18][CH3:19])[cH:14][c:15]2[CH2:16][CH2:17]1.[ClH:1].[K+:26].[K+:27].[Na+:21].[OH-:20]>>[CH3:2][N:3]([CH3:4])[CH2:5][CH2:6][CH2:7][CH:8]1[CH2:9][c:10]2[cH:11][cH:12][c:13]([OH:18])[cH:14][c:15]2[CH2:16][CH2:17]1.[ClH:1]. Reactants: ClC1=CC(=NC=2N1N=C(C2)C)NC(C2=CC=C(C=C2)C(C)(C)O)=O (N-(7-chloro-2-methylpyrazolo[1,5-a]pyrimidin-5-yl)-4-(2-hydroxypropan-2-yl)benzamide), O1COC2=C1C=CC(=C2)B(O)O (benzo[d][1,3]dioxol-5-ylboronic acid), O1CCOCC1 (1,4-dioxane). The reagents and catalysts are C1=CC=C(C=C1)P([C-]2C=CC=C2)C3=CC=CC=C3.C1=CC=C(C=C1)P([C-]2C=CC=C2)C3=CC=CC=C3.Cl[Pd]Cl.[Fe+2] ([1,1′-bis(diphenylphosphino)ferrocene]dichloropalladium(II)). The solvent is CO (methanol). Run at temperature 100 celsius. Product: O1COC2=C1C=CC(=C2)C2=CC(=NC=1N2N=CC1)NC(C1=CC=C(C=C1)C(C)(C)O)=O (N-(7-(benzo[d][1,3]dioxol-5-yl)pyrazolo[1,5-a]pyrimidin-5-yl)-4-(2-hydroxypropan-2-yl)benzamide). Yield: 47.3%. As a reaction SMILES: Cl[C:2]1[N:7]2[N:8]=[C:9](C)[CH:10]=[C:6]2[N:5]=[C:4]([NH:12][C:13](=[O:24])[C:14]2[CH:19]=[CH:18][C:17]([C:20]([OH:23])([CH3:22])[CH3:21])=[CH:16][CH:15]=2)[CH:3]=1.[O:25]1[C:29]2[CH:30]=[CH:31][C:32](B(O)O)=[CH:33][C:28]=2[O:27][CH2:26]1.O1CCOCC1>CO.C1C=CC(P(C2C=CC=CC=2)[C-]2C=CC=C2)=CC=1.C1C=CC(P(C2C=CC=CC=2)[C-]2C=CC=C2)=CC=1.Cl[Pd]Cl.[Fe+2]>[O:25]1[C:29]2[CH:30]=[CH:31][C:32]([C:2]3[N:7]4[N:8]=[CH:9][CH:10]=[C:6]4[N:5]=[C:4]([NH:12][C:13](=[O:24])[C:14]4[CH:19]=[CH:18][C:17]([C:20]([OH:23])([CH3:22])[CH3:21])=[CH:16][CH:15]=4)[CH:3]=3)=[CH:33][C:28]=2[O:27][CH2:26]1 |f:4.5.6.7|. Procedure details: A suspension of N-(7-chloropyrazolo[1,5-a]pyrimidin-5-yl)-4-(2-hydroxypropan-2-yl)benzamide (2D, 200 mg, 0.604 mmol), benzo[d][1,3]dioxol-5-ylboronic acid (200 mg, 1.21 mmol), and [1,1′-bis(diphenylphosphino)ferrocene]dichloropalladium(II) (35 mg, 48 μmol) in 2:1 1,4-dioxane/saturated aqueous NaHCO3 (2 mL of 1,4-dioxane and 1 mL of saturated aqueous NaHCO3) was prepared in a 2 mL microwave reaction vessel and the sealed reaction vessel warmed to 100° C. for 20 minutes. The reaction mixture was c... Yields the product C(\C=C\C)SC(CNC1=C(C=CC=C1)NCC(C)(C)S)(C)C (1-[2-(trans-2-Butenylthio)-2-methylpropylamino]-2-(2-mercapto-2-methylpropylamino)benzene). Starting materials: NC1=C(C=CC=C1)NCC(C)(C)S (2-Amino-1-(2-mercapto-2-methylpropylamino)benzene), C(\C=C\C)SC(C=O)(C)C (2-(trans-2-butenylthio)-2-methylpropanal). The yield is 88.3%. Reaction SMILES: [NH2:1][C:2]1[CH:7]=[CH:6][CH:5]=[CH:4][C:3]=1[NH:8][CH2:9][C:10]([SH:13])([CH3:12])[CH3:11].[CH2:14]([S:18][C:19]([CH3:23])([CH3:22])[CH:20]=O)/[CH:15]=[CH:16]/[CH3:17]>>[CH2:14]([S:18][C:19]([CH3:23])([CH3:22])[CH2:20][NH:1][C:2]1[CH:7]=[CH:6][CH:5]=[CH:4][C:3]=1[NH:8][CH2:9][C:10]([SH:13])([CH3:11])[CH3:12])/[CH:15]=[CH:16]/[CH3:17]. Reported procedure: 2-Amino-1-(2-mercapto-2-methylpropylamino)benzene (0.36 g, 1.84×10-3 mol) and 0.58 g (3.67×10-3 mol, 200 M%) 2-(trans-2-butenylthio)-2-methylpropanal were reacted by the procedures in Example 2 to give 0.55 g (88% yield) 1-[2-(trans-2-Butenylthio)-2-methylpropylamino]-2-(2-mercapto-2-methylpropylamino)benzene as an oil after purification by radial chromatography on a 4 mm silica plate eluting with 100% hexane. The reactants are C(CCC)N1C(=O)N(C=2N=C(NC2C1=O)[N+](=O)[O-])CCCC (1,3-Di-n-butyl-8-nitro Xanthine), [Sn] (tin), Cl (hydrochloric acid). Run at time 10 minute. Yields the product Cl.C(CCC)N1C(=O)N(C=2N=C(NC2C1=O)N)CCCC (1,3-Di-n-butyl-8-amino Xanthine Hydrochloride). Reaction SMILES: [CH2:1]([N:5]1[C:14](=[O:15])[C:13]2[NH:12][C:11]([N+:16]([O-])=O)=[N:10][C:9]=2[N:8]([CH2:19][CH2:20][CH2:21][CH3:22])[C:6]1=[O:7])[CH2:2][CH2:3][CH3:4].[Sn].[ClH:24]>>[ClH:24].[CH2:1]([N:5]1[C:14](=[O:15])[C:13]2[NH:12][C:11]([NH2:16])=[N:10][C:9]=2[N:8]([CH2:19][CH2:20][CH2:21][CH3:22])[C:6]1=[O:7])[CH2:2][CH2:3][CH3:4] |f:3.4,^3:22|. Procedure: 1,3-Di-n-butyl-8-nitro xanthine from Example 1 (8.5 g) was suspended in concentrated hydrochloric acid (85 ml) and then treated at room temperature with tin powder (14.5 g) in small portions. After stirring for 10 minutes the yellow colour of the suspension disappeared. Thereafter the precipitate was filtered off and recrystallised twice from ethanol. The product formed colourless crystals, yield 5.5 g (63%) m.pt >250° C. The reactants are C1CCOC1, CO, COC(=O)c1ccc(OCc2cncc(Cl)c2)cc1, [Li+], [OH-], O, O=C(O)CC(O)(CC(=O)O)C(=O)O. RXN SMILES: [CH2:36]1[O:37][CH2:38][CH2:39][CH2:40]1.[CH3:41][OH:42].[Cl:1][c:2]1[cH:3][c:4]([CH2:8][O:9][c:10]2[cH:11][cH:12][c:13]([C:14](=[O:15])[O:16][CH3:17])[cH:18][cH:19]2)[cH:5][n:6][cH:7]1.[Li+:21].[OH-:20].[OH2:22].[OH:23][C:24]([CH2:25][C:26]([C:27](=[O:28])[OH:29])([CH2:30][C:31](=[O:32])[OH:33])[OH:34])=[O:35]>>[Cl:1][c:2]1[cH:3][c:4]([CH2:8][O:9][c:10]2[cH:11][cH:12][c:13]([C:14](=[O:15])[OH:16])[cH:18][cH:19]2)[cH:5][n:6][cH:7]1. Yields the product O=C(O)c1ccc(OCc2cncc(Cl)c2)cc1. RXN SMILES: [CH2:3]([C:4]#[C:5][CH3:6])[OH:7].[Cl-:24].[Cl:8][c:9]1[cH:10][c:11]([N:15]2[CH:16]([CH3:23])[CH2:17][CH2:18][CH:19]([CH3:22])[CH2:20][CH2:21]2)[n:12][cH:13][n:14]1.[H-:1].[NH4+:25].[Na+:2].[O:26]1[CH2:27][CH2:28][CH2:29][CH2:30]1>>[CH2:3]([C:4]#[C:5][CH3:6])[O:7][c:9]1[cH:10][c:11]([N:15]2[CH:16]([CH3:23])[CH2:17][CH2:18][CH:19]([CH3:22])[CH2:20][CH2:21]2)[n:12][cH:13][n:14]1. Yields the product CC#CCOc1cc(N2CCC(C)CCC2C)ncn1. Reactants: CC#CCO, [Cl-], CC1CCC(C)N(c2cc(Cl)ncn2)CC1, [H-], [NH4+], [Na+], C1CCOC1. The reactants are [Cr](=O)(=O)([O-])Cl.[NH+]1=CC=CC=C1 (Pyridiniumchlorochromate), FC1=CC(=C(C=C1F)NC(C(C)(C)C)=O)CO (N-(4,5-difluoro-2-(hydroxymethyl) phenyl) pivalamide). Run in C(Cl)Cl (CH2Cl2), C(Cl)Cl (CH2Cl2). Run at time 3 hour. Product: FC1=CC(=C(C=C1F)NC(C(C)(C)C)=O)C=O (N-(4,5-Difluoro-2-formylphenyl)pivalamide). The yield is 26.0%. Reaction SMILES: [Cr](Cl)([O-])(=O)=O.[NH+]1C=CC=CC=1.[F:12][C:13]1[C:18]([F:19])=[CH:17][C:16]([NH:20][C:21](=[O:26])[C:22]([CH3:25])([CH3:24])[CH3:23])=[C:15]([CH2:27][OH:28])[CH:14]=1>C(Cl)Cl>[F:12][C:13]1[C:18]([F:19])=[CH:17][C:16]([NH:20][C:21](=[O:26])[C:22]([CH3:23])([CH3:24])[CH3:25])=[C:15]([CH:27]=[O:28])[CH:14]=1 |f:0.1|. Procedure details: Pyridiniumchlorochromate (9.36 g, 43.4 mmol) was added to the solution of the crude N-(4,5-difluoro-2-(hydroxymethyl) phenyl) pivalamide in CH2Cl2 (150 mL) at rt. The yellow solution turned into dark brown in 10 min, and the mixture was continued stirring for 3 hr, and then passed through a thin silica gel pad with CH2Cl2 (2×50 mL). The combined organic solution was concentrated on rotary vacuum, and purified on flash chromatography eluting with 20˜60% EtOAc/hexanes (1300 mL) to afford the expec...